From a dataset of the Open Reaction Database (ORD), a public repository of structured organic reaction records. describe an organic reaction: reactants, conditions, products, and yield Starting materials: Au(JohnPhos)NCCH3, C1(=CC=C(C=C1)C#CP(OCC)(O)=O)C (ethyl hydrogen p-tolylethynylphosphonate), ClCCCC#C (5-chloropent-1-yne), CC(C)(C)P(C1=CC=CC=C1C2=CC=CC=C2)C(C)(C)C (JohnPhos), (2-biphenyl)di-tent-butylphosphine. The reagents and catalysts are [Au] (gold). Run in ClC(C)Cl (dichloroethane), ClC(C)Cl (dichloroethane). Run at time 5 minute. The product is C(C)OP1(OC(=CC(=C1)C1=CC=C(C=C1)C)CCCCl)=O (2-ethoxy-4-p-tolyl-6-chloropropyl-1,2-oxaphosphorin 2-oxide). Isolated yield 69.9%. Reaction SMILES: CC(P(C(C)(C)C)C1C(C2C=CC=CC=2)=CC=CC=1)(C)C.[C:22]1([CH3:36])[CH:27]=[CH:26][C:25]([C:28]#[C:29][P:30](=[O:35])([OH:34])[O:31][CH2:32][CH3:33])=[CH:24][CH:23]=1.[Cl:37][CH2:38][CH2:39][CH2:40][C:41]#[CH:42]>[Au].ClC(Cl)C>[CH2:32]([O:31][P:30]1(=[O:34])[CH:29]=[C:28]([C:25]2[CH:24]=[CH:23][C:22]([CH3:36])=[CH:27][CH:26]=2)[CH:42]=[C:41]([CH2:40][CH2:39][CH2:38][Cl:37])[O:35]1)[CH3:33]. Procedure: Method 2—A gold (Ag(I)) catalyst {[Au(JohnPhos)NCCH3]+SbF6—} [JohnPhos:(2-biphenyl)di-tent-butylphosphine] (11.3 mg, 0.015 mmol) was put into a reaction container, and dichloroethane (0.4 mL) was put thereinto. After stirring at room temperature for 5 minutes, ethyl hydrogen p-tolylethynylphosphonate (67.3 mg, 0.3 mmol) diluted with 0.5 mL of dichloroethane was added thereto, and finally, 5-chloropent-1-yne (61.5 mg, 0.6 mmol) was put thereinto. Then, when all of the starting materials disappear... The reactants are OCC1CCC(c2ncc3c(Cl)nccn23)CC1, ClCCl, O=C1CCC(=O)N1I, CN(C)C=O. The product is OCC1CCC(c2nc(I)c3c(Cl)nccn23)CC1. As a reaction SMILES: [Cl:1][c:2]1[c:3]2[n:4]([cH:5][cH:6][n:7]1)[c:8]([CH:11]1[CH2:12][CH2:13][CH:14]([CH2:17][OH:18])[CH2:15][CH2:16]1)[n:9][cH:10]2.[Cl:32][CH2:33][Cl:34].[I:19][N:20]1[C:21](=[O:22])[CH2:23][CH2:24][C:25]1=[O:26].[O:27]=[CH:28][N:29]([CH3:30])[CH3:31]>>[Cl:1][c:2]1[c:3]2[n:4]([cH:5][cH:6][n:7]1)[c:8]([CH:11]1[CH2:12][CH2:13][CH:14]([CH2:17][OH:18])[CH2:15][CH2:16]1)[n:9][c:10]2[I:19]. Starting materials: CC12CC(=O)C3C(CCC4CC(O)CCC43C)C1CCC2C(=O)CBr, CC(C)S, CC(C)O, Cc1ccccc1, [Na]. RXN SMILES: [Br:6][CH2:7][C:8]([CH:9]1[CH2:10][CH2:11][CH:12]2[CH:13]3[CH2:14][CH2:15][CH:16]4[CH2:17][CH:18]([OH:29])[CH2:19][CH2:20][C:21]4([CH3:22])[CH:23]3[C:24](=[O:28])[CH2:25][C:26]12[CH3:27])=[O:30].[CH3:1][CH:2]([CH3:3])[SH:4].[CH3:31][CH:32]([OH:33])[CH3:34].[CH3:35][c:36]1[cH:37][cH:38][cH:39][cH:40][cH:41]1.[Na:5]>>[CH3:1][CH:2]([CH3:3])[S:4][CH2:7][C:8]([CH:9]1[CH2:10][CH2:11][CH:12]2[CH:13]3[CH2:14][CH2:15][CH:16]4[CH2:17][CH:18]([OH:29])[CH2:19][CH2:20][C:21]4([CH3:22])[CH:23]3[C:24](=[O:28])[CH2:25][C:26]12[CH3:27])=[O:30]. Yields the product CC(C)SCC(=O)C1CCC2C3CCC4CC(O)CCC4(C)C3C(=O)CC12C. Product: O=[N+]([O-])c1ccc(F)cc1-c1ccccc1. RXN SMILES: [CH3:36][O:37][CH2:38][CH2:39][O:40][CH3:41].[F:1][c:2]1[cH:3][cH:4][c:5]([N+:16](=[O:17])[O-:18])[c:6]([O:8][S:9]([C:10]([F:11])([F:12])[F:13])(=[O:14])=[O:15])[cH:7]1.[K+:33].[K+:34].[K+:35].[OH:19][B:20]([OH:21])[c:22]1[cH:23][cH:24][cH:25][cH:26][cH:27]1.[P:28]([O-:29])([O-:30])([O-:31])=[O:32].[cH:42]1[cH:43][cH:44][c:45]([P:46]([Pd:47]([P:48]([c:49]2[cH:50][cH:51][cH:52][cH:53][cH:54]2)([c:55]2[cH:56][cH:57][cH:58][cH:59][cH:60]2)[c:61]2[cH:62][cH:63][cH:64][cH:65][cH:66]2)([P:67]([c:68]2[cH:69][cH:70][cH:71][cH:72][cH:73]2)([c:74]2[cH:75][cH:76][cH:77][cH:78][cH:79]2)[c:80]2[cH:81][cH:82][cH:83][cH:84][cH:85]2)[P:86]([c:87]2[cH:88][cH:89][cH:90][cH:91][cH:92]2)([c:93]2[cH:94][cH:95][cH:96][cH:97][cH:98]2)[c:99]2[cH:100][cH:101][cH:102][cH:103][cH:104]2)([c:105]2[cH:106][cH:107][cH:108][cH:109][cH:110]2)[c:111]2[cH:112][cH:113][cH:114][cH:115][cH:116]2)[cH:117][cH:118]1>>[F:1][c:2]1[cH:3][cH:4][c:5]([N+:16](=[O:17])[O-:18])[c:6](-[c:22]2[cH:23][cH:24][cH:25][cH:26][cH:27]2)[cH:7]1. The reactants are COCCOC, O=[N+]([O-])c1ccc(F)cc1OS(=O)(=O)C(F)(F)F, [K+], [K+], [K+], OB(O)c1ccccc1, O=P([O-])([O-])[O-], c1ccc(P(c2ccccc2)(c2ccccc2)[Pd](P(c2ccccc2)(c2ccccc2)c2ccccc2)(P(c2ccccc2)(c2ccccc2)c2ccccc2)P(c2ccccc2)(c2ccccc2)c2ccccc2)cc1. Reactants: C(N)(=N)NC(=O)C1=NC(=C(N=C1N)N)Cl (N-amidino-3,5-diamino-6-chloro-2-pyrazinecarboxamide), ClC(=O)OCC (ethyl chloroformate). Run in N1=CC=CC=C1 (pyridine). Run at time 2 hour. The product is NC=1C(=NC(=C(N1)N)Cl)C(=O)N=C(NC(=O)OCC)NC(=O)OCC (3,5-Diamino-6-chloro-N-[bis(ethoxycarbonylamino)methylene]-2-pyrazinecarboxamide). Reaction SMILES: [C:1]([NH:4][C:5]([C:7]1[C:12]([NH2:13])=[N:11][C:10]([NH2:14])=[C:9]([Cl:15])[N:8]=1)=[O:6])(=[NH:3])[NH2:2].Cl[C:17]([O:19][CH2:20][CH3:21])=[O:18]>N1C=CC=CC=1>[NH2:13][C:12]1[C:7]([C:5]([N:4]=[C:1]([NH:2][C:17]([O:19][CH2:20][CH3:21])=[O:18])[NH:3][C:17]([O:19][CH2:20][CH3:21])=[O:18])=[O:6])=[N:8][C:9]([Cl:15])=[C:10]([NH2:14])[N:11]=1. Procedure details: To a stirred suspension of N-amidino-3,5-diamino-6-chloro-2-pyrazinecarboxamide (27.6 g., 0.12 mole) in pyridine (300 ml.) is added ethyl chloroformate (12.0 ml., 0.15 mole) during a 5 minute period. The reaction is stirred at 25° for 2 hours during which time the starting material dissolves and the hydrochloride of the starting material precipitates. The latter is filtered from the reaction and discarded. The filtrate is treated with water (700 ml.) to give 16 g. (71%) of 3,5-diamino-6-chloro-N... Reactants: C1(=NC=CC2=C1NC1=CC=CC=C21)CN(CCCCNC(OC(C)(C)C)=O)C2CCCC=1C=CC=NC21 (tert-butyl 4-(((9H-pyrido[3,4-b]indol-1-yl)methyl)(5,6,7,8-tetrahydroquinolin-8-yl)amino)-butylcarbamate), S(=O)(Cl)Cl (thionyl chloride). Run in CO (methanol). Run at time 30 minute. Product: Cl.Cl.Cl.Cl.C1(=NC=CC2=C1NC1=CC=CC=C21)CN(C2CCCC=1C=CC=NC21)CCCCN (N-((9H-pyrido[3,4-b]indol-1-yl)methyl)-N-(4-aminobutyl)-5,6,7,8-tetrahydroquinolin-8-amine tetrahydrochloride). Isolated yield 80.0%. As a reaction SMILES: [C:1]1([CH2:14][N:15]([CH:28]2[C:37]3[N:36]=[CH:35][CH:34]=[CH:33][C:32]=3[CH2:31][CH2:30][CH2:29]2)[CH2:16][CH2:17][CH2:18][CH2:19][NH:20]C(=O)OC(C)(C)C)[C:6]2[NH:7][C:8]3[C:13]([C:5]=2[CH:4]=[CH:3][N:2]=1)=[CH:12][CH:11]=[CH:10][CH:9]=3.S(Cl)([Cl:40])=O>CO>[ClH:40].[ClH:40].[ClH:40].[ClH:40].[C:1]1([CH2:14][N:15]([CH2:16][CH2:17][CH2:18][CH2:19][NH2:20])[CH:28]2[C:37]3[N:36]=[CH:35][CH:34]=[CH:33][C:32]=3[CH2:31][CH2:30][CH2:29]2)[C:6]2[NH:7][C:8]3[C:13]([C:5]=2[CH:4]=[CH:3][N:2]=1)=[CH:12][CH:11]=[CH:10][CH:9]=3 |f:3.4.5.6.7|. Procedure: A solution of tert-butyl 4-(((9H-pyrido[3,4-b]indol-1-yl)methyl)(5,6,7,8-tetrahydroquinolin-8-yl)amino)-butylcarbamate, 4, (0.12 g, 0.24 mmol) in methanol (5 mL) was treated with thionyl chloride (1 mL) at room temperature. The resulting mixture was stirred for 30 min. The reaction mixture was then concentrated and dried under reduced pressure to afford 0.11 g (80% yield) of the desired product A: 1H NMR (400 MHz, d6-DMSO) δ 13.49 (bs, 1H), 8.80-8.41 (m, 3H), 8.00-7.82 (m, 3H), 7.80 (d, J=8.0 Hz... Reactants: Cc1ncc(F)c(N2CCC(C3CCN(C(=O)OC(C)(C)C)CC3)CC2)n1, O=C(O)C(F)(F)F. The product is Cc1ncc(F)c(N2CCC(C3CCNCC3)CC2)n1. As a reaction SMILES: [F:1][c:2]1[c:3]([N:9]2[CH2:10][CH2:11][CH:12]([CH:15]3[CH2:16][CH2:17][N:18]([C:21]([O:22][C:23]([CH3:24])([CH3:25])[CH3:26])=[O:27])[CH2:19][CH2:20]3)[CH2:13][CH2:14]2)[n:4][c:5]([CH3:8])[n:6][cH:7]1.[F:28][C:29]([F:30])([F:31])[C:32]([OH:33])=[O:34]>>[F:1][c:2]1[c:3]([N:9]2[CH2:10][CH2:11][CH:12]([CH:15]3[CH2:16][CH2:17][NH:18][CH2:19][CH2:20]3)[CH2:13][CH2:14]2)[n:4][c:5]([CH3:8])[n:6][cH:7]1. The reactants are O=C([O-])O, CN(C)CCCl, CN(C)C=O, Fc1c(F)c(F)c(OC2CCNCC2)c(F)c1F, [Na+]. Yields the product CN(C)CCN1CCC(Oc2c(F)c(F)c(F)c(F)c2F)CC1. Reaction SMILES: [C:1](=[O:2])([OH:3])[O-:4].[CH3:24][N:25]([CH2:26][CH2:27][Cl:28])[CH3:29].[CH3:30][N:31]([CH3:32])[CH:33]=[O:34].[F:6][c:7]1[c:8]([O:9][CH:10]2[CH2:11][CH2:12][NH:13][CH2:14][CH2:15]2)[c:16]([F:23])[c:17]([F:22])[c:18]([F:21])[c:19]1[F:20].[Na+:5]>>[F:6][c:7]1[c:8]([O:9][CH:10]2[CH2:11][CH2:12][N:13]([CH2:27][CH2:26][N:25]([CH3:24])[CH3:29])[CH2:14][CH2:15]2)[c:16]([F:23])[c:17]([F:22])[c:18]([F:21])[c:19]1[F:20].